Dataset: the Open Reaction Database (ORD), a public repository of structured organic reaction records. Task: describe an organic reaction: reactants, conditions, products, and yield The reactants are CO, Cl, Fc1c(C2=CCNCC2)cccc1C(F)(F)F. Product: Fc1c(C2CCNCC2)cccc1C(F)(F)F. RXN SMILES: [CH3:19][OH:20].[ClH:18].[F:1][c:2]1[c:3]([C:12]2=[CH:17][CH2:16][NH:15][CH2:14][CH2:13]2)[cH:4][cH:5][cH:6][c:7]1[C:8]([F:9])([F:10])[F:11]>>[F:1][c:2]1[c:3]([CH:12]2[CH2:13][CH2:14][NH:15][CH2:16][CH2:17]2)[cH:4][cH:5][cH:6][c:7]1[C:8]([F:9])([F:10])[F:11]. Starting materials: C(C)(C)(C)O[C@H](C(=O)OC)C1=C2N3CCC(OCCCC[C@@H](OC=4C=CC(=CC4C4=CC=CC(C5=CN2C(C(=C1C)C(C)O)=N5)=C4)F)C)(CC3)C (methyl(2S)-2-(tert-butoxy)-2-[(22S)-17-fluoro-5-(1-hydroxyethyl)-4,22,28-trimethyl-21,27-dioxa-1,7,34-triazahexacyclo[26.2.2.16,9.110,14.02,7.015,20]tetratriaconta-2,4,6(34),8,10(33),11,13,15(20),16,18-decaen-3-yl]acetate), C(C)(C)(C)O[C@H](C(=O)O)C1=C2N3CCC(OCCCC[C@@H](OC=4C=CC(=CC4C4=CC=CC(C5=C(N2C(C=C1C)=N5)Cl)=C4)C)C)(CC3)C ((2S)-2-(tert-butoxy)-2-[(22S)-8-chloro-4,17,22,28-tetramethyl-21,27-dioxa-1,7,34-triazahexacyclo[26.2.2.16,9.110,14.02,7.015,20]tetratriaconta-2,4,6(34),8,10(33),11,13,15(20),16,18-decaen-3-yl]acetic acid). Product: C(C)(C)(C)O[C@H](C(=O)O)C1=C2N3CCC(OCCCC[C@@H](OC=4C=CC(=CC4C4=CC=CC(C5=CN2C(C(=C1C)C(C)O)=N5)=C4)F)C)(CC3)C ((2S)-2-(tert-Butoxy)-2-[(22S)-17-fluoro-5-(1-hydroxyethyl)-4,22,28-trimethyl-21,27-dioxa-1,7,34-triazahexacyclo[26.2.2.16,9.110,14.02,7.015,20]tetratriaconta-2,4,6(34),8,10(33),11,13,15(20),16,18-decaen-3-yl]acetic acid). Yield: 66.4%. RXN SMILES: [C:1]([O:5][C@@H:6]([C:11]1[C:40]([CH3:41])=[C:39]([CH:42]([OH:44])[CH3:43])[C:38]2=[N:45][C:35]3=[CH:36][N:37]2[C:12]=1[N:13]1[CH2:50][CH2:49][C:16]([CH3:51])([O:17][CH2:18][CH2:19][CH2:20][CH2:21][C@H:22]([CH3:48])[O:23][C:24]2[CH:25]=[CH:26][C:27]([F:47])=[CH:28][C:29]=2[C:30]2[CH:46]=[C:34]3[CH:33]=[CH:32][CH:31]=2)[CH2:15][CH2:14]1)[C:7]([O:9]C)=[O:8])([CH3:4])([CH3:3])[CH3:2].C(O[C@@H](C1C(C)=CC2=NC3=C(Cl)N2C=1N1CCC(C)(OCCCC[C@H](C)OC2C=CC(C)=CC=2C2C=C3C=CC=2)CC1)C(O)=O)(C)(C)C>>[C:1]([O:5][C@@H:6]([C:11]1[C:40]([CH3:41])=[C:39]([CH:42]([OH:44])[CH3:43])[C:38]2=[N:45][C:35]3=[CH:36][N:37]2[C:12]=1[N:13]1[CH2:14][CH2:15][C:16]([CH3:51])([O:17][CH2:18][CH2:19][CH2:20][CH2:21][C@H:22]([CH3:48])[O:23][C:24]2[CH:25]=[CH:26][C:27]([F:47])=[CH:28][C:29]=2[C:30]2[CH:46]=[C:34]3[CH:33]=[CH:32][CH:31]=2)[CH2:49][CH2:50]1)[C:7]([OH:9])=[O:8])([CH3:2])([CH3:3])[CH3:4]. Procedure details: Prepared in 66.4% yield from methyl(2S)-2-(tert-butoxy)-2-[(22S)-17-fluoro-5-(1-hydroxyethyl)-4,22,28-trimethyl-21,27-dioxa-1,7,34-triazahexacyclo[26.2.2.16,9.110,14.02,7.015,20]tetratriaconta-2,4,6(34),8,10(33),11,13,15(20),16,18-decaen-3-yl]acetate following the procedure for (2S)-2-(tert-butoxy)-2-[(22S)-8-chloro-4,17,22,28-tetramethyl-21,27-dioxa-1,7,34-triazahexacyclo[26.2.2.16,9.110,14.02,7.015,20]tetratriaconta-2,4,6(34),8,10(33),11,13,15(20),16,18-decaen-3-yl]acetic acid. 1H NMR (400 MHz...